From a dataset of the Open Reaction Database (ORD), a public repository of structured organic reaction records. describe an organic reaction: reactants, conditions, products, and yield Starting materials: FC1=CC=C(C=C1)C1=CC=C2C=CN(C2=C1)C(=O)OC(C)(C)C (tert-butyl 6-(4-fluorophenyl)-1H-indole-1-carboxylate), BrN1C(CCC1=O)=O (N-bromosuccinimide). Solvent: CCOCC (ether), C1CCOC1 (THF). Run at time 18 hour. Yields the product BrC1=CN(C2=CC(=CC=C12)C1=CC=C(C=C1)F)C(=O)OC(C)(C)C (tert-butyl 3-bromo-6-(4-fluorophenyl)-1H-indole-1-carboxylate). Isolated yield 56.9%. RXN SMILES: [F:1][C:2]1[CH:7]=[CH:6][C:5]([C:8]2[CH:16]=[C:15]3[C:11]([CH:12]=[CH:13][N:14]3[C:17]([O:19][C:20]([CH3:23])([CH3:22])[CH3:21])=[O:18])=[CH:10][CH:9]=2)=[CH:4][CH:3]=1.[Br:24]N1C(=O)CCC1=O>C1COCC1.CCOCC>[Br:24][C:12]1[C:11]2[C:15](=[CH:16][C:8]([C:5]3[CH:4]=[CH:3][C:2]([F:1])=[CH:7][CH:6]=3)=[CH:9][CH:10]=2)[N:14]([C:17]([O:19][C:20]([CH3:23])([CH3:22])[CH3:21])=[O:18])[CH:13]=1. Reported procedure: Step 3 A solution of tert-butyl 6-(4-fluorophenyl)-1H-indole-1-carboxylate (187.8 mg, 0.603 mmol) in THF (4 mL) was treated with N-bromosuccinimide (118 mg, 0.663 mmol) and stirred at rt. After 18 h, the solution was diluted with ether, washed with 2×10 mL aqueous sodium bisulfite (ca. 1.5 M), then with NaHCO3 (aq), dried and concentrated. The residue was purified by column chromatography (eluting with a gradient from hexane to 90:10 hexane-EtOAc) provide tert-butyl 3-bromo-6-(4-fluorophenyl)-1H... The reactants are CC(C)Br, CS(C)=O, [K+], [OH-], O, N#CCc1cccs1. Yields the product CC(C)C(C#N)c1cccs1. As a reaction SMILES: [Br:9][CH:10]([CH3:11])[CH3:12].[CH3:16][S:17]([CH3:18])=[O:19].[K+:14].[OH-:13].[OH2:15].[s:1]1[c:2]([CH2:6][C:7]#[N:8])[cH:3][cH:4][cH:5]1>>[s:1]1[c:2]([CH:6]([C:7]#[N:8])[CH:10]([CH3:11])[CH3:12])[cH:3][cH:4][cH:5]1. Starting materials: Cn1cc(Br)c(Cl)n1, O=C([O-])[O-], COc1ccc(F)c(Cl)c1C(C)c1c[nH]c2ncc(B3OC(C)(C)C(C)(C)O3)cc12, [K+], [K+], C1COCCO1, c1ccc(P(c2ccccc2)(c2ccccc2)[Pd](P(c2ccccc2)(c2ccccc2)c2ccccc2)(P(c2ccccc2)(c2ccccc2)c2ccccc2)P(c2ccccc2)(c2ccccc2)c2ccccc2)cc1. Product: COc1ccc(F)c(Cl)c1C(C)c1c[nH]c2ncc(-c3cn(C)nc3Cl)cc12. As a reaction SMILES: [Br:1][c:2]1[c:3]([Cl:8])[n:4][n:5]([CH3:7])[cH:6]1.[C:39](=[O:40])([O-:41])[O-:42].[Cl:9][c:10]1[c:11]([CH:19]([CH3:20])[c:21]2[cH:22][nH:23][c:24]3[n:25][cH:26][c:27]([B:30]4[O:31][C:32]([CH3:33])([CH3:34])[C:35]([CH3:36])([CH3:37])[O:38]4)[cH:28][c:29]23)[c:12]([O:17][CH3:18])[cH:13][cH:14][c:15]1[F:16].[K+:43].[K+:44].[O:122]1[CH2:123][CH2:124][O:125][CH2:126][CH2:127]1.[cH:45]1[cH:46][cH:47][c:48]([P:49]([Pd:50]([P:51]([c:52]2[cH:53][cH:54][cH:55][cH:56][cH:57]2)([c:58]2[cH:59][cH:60][cH:61][cH:62][cH:63]2)[c:64]2[cH:65][cH:66][cH:67][cH:68][cH:69]2)([P:70]([c:71]2[cH:72][cH:73][cH:74][cH:75][cH:76]2)([c:77]2[cH:78][cH:79][cH:80][cH:81][cH:82]2)[c:83]2[cH:84][cH:85][cH:86][cH:87][cH:88]2)[P:89]([c:90]2[cH:91][cH:92][cH:93][cH:94][cH:95]2)([c:96]2[cH:97][cH:98][cH:99][cH:100][cH:101]2)[c:102]2[cH:103][cH:104][cH:105][cH:106][cH:107]2)([c:108]2[cH:109][cH:110][cH:111][cH:112][cH:113]2)[c:114]2[cH:115][cH:116][cH:117][cH:118][cH:119]2)[cH:120][cH:121]1>>[c:2]1(-[c:27]2[cH:26][n:25][c:24]3[nH:23][cH:22][c:21]([CH:19]([c:11]4[c:10]([Cl:9])[c:15]([F:16])[cH:14][cH:13][c:12]4[O:17][CH3:18])[CH3:20])[c:29]3[cH:28]2)[c:3]([Cl:8])[n:4][n:5]([CH3:7])[cH:6]1. Reactants: FC1=CC=C2C(=CNC2=C1)CC(=O)N ((6-fluoroindol-3-yl)acetamide), COC(C(=O)C1=CN2CC(CC3=CC=CC1=C23)(C)C)=O ((5,5-dimethyl-5,6-dihydro-4H-pyrrolo[3,2,1-ij]quinolin-1-yl)oxoacetic acid methyl ester). The product is CC1(CN2C3=C(C=CC=C3C1)C(=C2)C=2C(NC(C2C2=CNC1=CC(=CC=C21)F)=O)=O)C (3-(5,5-dimethyl-5,6-dihydro-4H-pyrrolo[3,2,1-ij]quinolin-1-yl)-4-(6-fluoro-1H-indol-3-yl)pyrrole-2,5-dione). As a reaction SMILES: [F:1][C:2]1[CH:10]=[C:9]2[C:5]([C:6]([CH2:11][C:12]([NH2:14])=[O:13])=[CH:7][NH:8]2)=[CH:4][CH:3]=1.C[O:16][C:17](=O)[C:18]([C:20]1[C:30]2=[C:31]3[C:26](=[CH:27][CH:28]=[CH:29]2)[CH2:25][C:24]([CH3:33])([CH3:32])[CH2:23][N:22]3[CH:21]=1)=O>>[CH3:32][C:24]1([CH3:33])[CH2:25][C:26]2[C:31]3=[C:30]([C:20]([C:18]4[C:17](=[O:16])[NH:14][C:12](=[O:13])[C:11]=4[C:6]4[C:5]5[C:9](=[CH:10][C:2]([F:1])=[CH:3][CH:4]=5)[NH:8][CH:7]=4)=[CH:21][N:22]3[CH2:23]1)[CH:29]=[CH:28][CH:27]=2. Procedure details: Beginning with (6-fluoroindol-3-yl)acetamide and (5,5-dimethyl-5,6-dihydro-4H-pyrrolo[3,2,1-ij]quinolin-1-yl)oxoacetic acid methyl ester, the title compound was prepared essentially as described in Example 1. The reactants are C(C)(=O)O (acetic acid), C(C)(=O)OC1=CC=CC=C1 (phenyl acetate). Conditions: time 3 hour. The product is C1(=CC=CC=C1)C1=CC=CC=C1 (biphenyl). RXN SMILES: [C:1](O)(=O)[CH3:2].C(O[C:9]1[CH:14]=[CH:13][CH:12]=[CH:11][CH:10]=1)(=O)C>>[C:9]1([C:1]2[CH:2]=[CH:11][CH:10]=[CH:9][CH:14]=2)[CH:10]=[CH:11][CH:12]=[CH:13][CH:14]=1. Procedure: The procedure of Example 4 was repeated except that 0.874 mol of acetic acid was used in place of the lauric acid. The reaction was carried out at about 85° C. for 3 hours. Analysis showed that only a trace amount of phenyl acetate formed and 8 millimols of biphenyl were formed. Yields the product Nc1cnc2ccccc2c1NCC1CCOCC1. Reactants: CCO, O=[N+]([O-])c1cnc2ccccc2c1NCC1CCOCC1. RXN SMILES: [CH3:22][CH2:23][OH:24].[N+:1]([O-:2])(=[O:3])[c:4]1[cH:5][n:6][c:7]2[cH:8][cH:9][cH:10][cH:11][c:12]2[c:13]1[NH:14][CH2:15][CH:16]1[CH2:17][CH2:18][O:19][CH2:20][CH2:21]1>>[NH2:1][c:4]1[cH:5][n:6][c:7]2[cH:8][cH:9][cH:10][cH:11][c:12]2[c:13]1[NH:14][CH2:15][CH:16]1[CH2:17][CH2:18][O:19][CH2:20][CH2:21]1. Reactants: COC(=O)C(C)(C)C(Cc1ccc(OC)cc1)NS(=O)(=O)c1ccc(C)cc1, CI, CN(C)C=O, [H-], [Na+], O. Product: COC(=O)C(C)(C)C(Cc1ccc(OC)cc1)N(C)S(=O)(=O)c1ccc(C)cc1. Reaction SMILES: [CH3:1][C:2]([C:3](=[O:4])[O:5][CH3:6])([CH:7]([CH2:8][c:9]1[cH:10][cH:11][c:12]([O:15][CH3:16])[cH:13][cH:14]1)[NH:17][S:18](=[O:19])(=[O:20])[c:21]1[cH:22][cH:23][c:24]([CH3:27])[cH:25][cH:26]1)[CH3:28].[CH3:31][I:32].[CH3:34][N:35]([CH3:36])[CH:37]=[O:38].[H-:29].[Na+:30].[OH2:33]>>[CH3:1][C:2]([C:3](=[O:4])[O:5][CH3:6])([CH:7]([CH2:8][c:9]1[cH:10][cH:11][c:12]([O:15][CH3:16])[cH:13][cH:14]1)[N:17]([S:18](=[O:19])(=[O:20])[c:21]1[cH:22][cH:23][c:24]([CH3:27])[cH:25][cH:26]1)[CH3:31])[CH3:28]. The reactants are [Al+3], N#Cc1cccc(C(=O)Cl)c1, ClCCl, COc1ccccc1, [Cl-], [Cl-], [Cl-], Cl, O. Yields the product COc1ccc(C(=O)c2cccc(C#N)c2)cc1. RXN SMILES: [Al+3:13].[C:1](#[N:2])[c:3]1[cH:4][c:5]([C:6](=[O:7])[Cl:8])[cH:9][cH:10][cH:11]1.[CH2:26]([Cl:27])[Cl:28].[CH3:16][O:17][c:18]1[cH:19][cH:20][cH:21][cH:22][cH:23]1.[Cl-:12].[Cl-:14].[Cl-:15].[ClH:24].[OH2:25]>>[C:1](#[N:2])[c:3]1[cH:4][c:5]([C:6](=[O:7])[c:21]2[cH:20][cH:19][c:18]([O:17][CH3:16])[cH:23][cH:22]2)[cH:9][cH:10][cH:11]1. The reactants are ClC1=CC(=NC(=N1)SC)C(C#N)C#N (2-(6-chloro-2-(methylthio)pyrimidin-4-yl)malononitrile), NN (hydrazine). The solvent is COCCOCCOC (diethylene glycol dimethyl ether). Reaction conditions: temperature 150 celsius. Product: ClC1=CC(=NC(=N1)SC)C=1C(=NNC1N)N (4-(6-chloro-2-(methylthio)pyrimidin-4-yl)-1H-pyrazole-3,5-diamine). RXN SMILES: [Cl:1][C:2]1[N:7]=[C:6]([S:8][CH3:9])[N:5]=[C:4]([CH:10]([C:13]#[N:14])[C:11]#[N:12])[CH:3]=1.[NH2:15][NH2:16]>COCCOCCOC>[Cl:1][C:2]1[N:7]=[C:6]([S:8][CH3:9])[N:5]=[C:4]([C:10]2[C:11]([NH2:12])=[N:15][NH:16][C:13]=2[NH2:14])[CH:3]=1. Procedure details: 2-(6-Chloro-2-(methylthio)pyrimidin-4-yl)malononitrile (2b) (500 mg, 2.23 mmoles) was dissolved in 15 mL of diethylene glycol dimethyl ether along with of hydrazine [68.4 μL, 69.8 mg; 2.18 mmoles) and the reaction mixture sealed in a microwave vessel. The reaction was heated at 150° C. for 10 minutes (300 Watt) and then allowed to cool down. The solvent was removed under reduced pressure and the crude suspended in acetone, warmed to almost reflux and stirred. Then continued stirring while allowi...